From a dataset of the Open Reaction Database (ORD), a public repository of structured organic reaction records. describe an organic reaction: reactants, conditions, products, and yield The reactants are FC=1C=C(C=CC1OC1=C2C(=NC=C1)C=C(S2)C2CCNCC2)NC(=O)C=2C(N(N=CC2)C2=CC=C(C=C2)F)=O (N-(3-fluoro-4-(2-(piperidin-4-yl)thieno[3,2-b]pyridin-7-yloxy)phenyl)-2-(4-fluorophenyl)-3-oxo-2,3-dihydropyridazine-4-carboxamide), C(C)=O (acetaldehyde), [BH-](OC(=O)C)(OC(=O)C)OC(=O)C.[Na+] (NaBH(OAc)3). Solvent: C1CCOC1 (THF). Product: C(C)N1CCC(CC1)C1=CC2=NC=CC(=C2S1)OC1=C(C=C(C=C1)NC(=O)C=1C(N(N=CC1)C1=CC=C(C=C1)F)=O)F (N-(4-(2-(1-Ethylpiperidin-4-yl)thieno[3,2-b]pyridin-7-yloxy)-3-fluorophenyl)-2-(4-fluorophenyl)-3-oxo-2,3-dihydropyridazine-4-carboxamide). The yield is 2.9%. RXN SMILES: [F:1][C:2]1[CH:3]=[C:4]([NH:24][C:25]([C:27]2[C:28](=[O:40])[N:29]([C:33]3[CH:38]=[CH:37][C:36]([F:39])=[CH:35][CH:34]=3)[N:30]=[CH:31][CH:32]=2)=[O:26])[CH:5]=[CH:6][C:7]=1[O:8][C:9]1[CH:14]=[CH:13][N:12]=[C:11]2[CH:15]=[C:16]([CH:18]3[CH2:23][CH2:22][NH:21][CH2:20][CH2:19]3)[S:17][C:10]=12.[CH:41](=O)[CH3:42].[BH-](OC(C)=O)(OC(C)=O)OC(C)=O.[Na+]>C1COCC1>[CH2:41]([N:21]1[CH2:20][CH2:19][CH:18]([C:16]2[S:17][C:10]3[C:11](=[N:12][CH:13]=[CH:14][C:9]=3[O:8][C:7]3[CH:6]=[CH:5][C:4]([NH:24][C:25]([C:27]4[C:28](=[O:40])[N:29]([C:33]5[CH:34]=[CH:35][C:36]([F:39])=[CH:37][CH:38]=5)[N:30]=[CH:31][CH:32]=4)=[O:26])=[CH:3][C:2]=3[F:1])[CH:15]=2)[CH2:23][CH2:22]1)[CH3:42] |f:2.3|. Procedure details: A round-bottomed flask was charged with N-(3-fluoro-4-(2-(piperidin-4-yl)thieno[3,2-b]pyridin-7-yloxy)phenyl)-2-(4-fluorophenyl)-3-oxo-2,3-dihydropyridazine-4-carboxamide (Example 154, Step C, 43.4 mg, 0.0776 mmol), acetaldehyde (17.1 mg, 0.388 mmol), NaBH(OAc)3 (82 mg, 0.388 mmol) and THF (10 mL). The reaction mixture was stirred at room temperature until the starting material had been consumed (overnight). Then the reaction was partitioned between EtOAc (100 mL) and H2O (100 mL). The phases we... The reactants are C(C)(=O)C1=C(OC(=C1)C)C (3-acetyl 2.5-dimethylfuran), C(C=O)(=O)O (glyoxylic acid). Solvent: O (water). The product is CC=1OC(=CC1C(/C=C/C(=O)O)=O)C (Trans 4-(2,5-dimethyl-3-furyl)-4-oxo-2-butenoic Acid). Isolated yield 14.2%. As a reaction SMILES: [C:1]([C:4]1[CH:8]=[C:7]([CH3:9])[O:6][C:5]=1[CH3:10])(=[O:3])[CH3:2].[C:11]([OH:15])(=[O:14])[CH:12]=O>O>[CH3:10][C:5]1[O:6][C:7]([CH3:9])=[CH:8][C:4]=1[C:1](=[O:3])/[CH:2]=[CH:12]/[C:11]([OH:15])=[O:14]. Procedure: As in Example 1, one starts out with 9 g of 3-acetyl 2.5-dimethylfuran (J. Am. Chem. Soc., 70 739 (1948)), 6 g glyoxylic acid and 6 cm3 water. Following chromatography on silica (eluent: petroleum ether-ethyl acetate (2-8), recrystallization in ethyl acetate, 1.8 g of the expected product is obtained. MP=144°-147° C. Reactants: FC(CCC(=O)Cl)(F)F (4,4,4-trifluorobutyryl chloride), Cl (hydrochloric acid), C(Cl)(Cl)(Cl)Cl (carbon tetrachloride), magnesium(turnings), C(CC(=O)OCC)(=O)OCC (diethyl malonate). The solvent is C(C)O (ethanol), C(C)OCC (diethyl ether), C(C)O (ethanol). Reaction conditions: temperature 55 celsius, time 1 hour. Product: C(C)OC(C(C(=O)OCC)C(CCC(F)(F)F)=O)=O (4,4,4-trifluoro-butyrylmalonic acid diethyl ester). Isolated yield 90.3%. Reaction SMILES: C(Cl)(Cl)(Cl)Cl.[C:6]([O:14][CH2:15][CH3:16])(=[O:13])[CH2:7][C:8]([O:10][CH2:11][CH3:12])=[O:9].[F:17][C:18]([F:25])([F:24])[CH2:19][CH2:20][C:21](Cl)=[O:22].Cl>C(OCC)C.C(O)C>[CH2:15]([O:14][C:6](=[O:13])[CH:7]([C:21](=[O:22])[CH2:20][CH2:19][C:18]([F:25])([F:24])[F:17])[C:8]([O:10][CH2:11][CH3:12])=[O:9])[CH3:16]. Reported procedure: 0.1 ml of carbon tetrachloride was added to a mixture of 20.35 g of magnesium(turnings) and 148 ml of ethanol and then heated at 55° C. A mixed solution of 197 ml of ethanol, 700 ml of diethyl ether and 168 g of diethyl malonate was added to the reaction mixture over 1 hour. Two hours later the reaction solution was cooled to -5° C. and 112 g of 4,4,4-trifluorobutyryl chloride was added to the solution under an atmosphere of nitrogen, then the resultant reaction mixture was left at an ambient te...